From a dataset of the Open Reaction Database (ORD), a public repository of structured organic reaction records. describe an organic reaction: reactants, conditions, products, and yield The reactants are [I-].[Na+] (sodium iodide), C(C)(C)(C)OC(=O)NC[C@@H]1CC[C@H](CC1)COS(=O)(=O)C (trans-N-t-butoxycarbonyl-4-methanesulfonyloxymethylcyclohexylmethylamine). Run in CC(=O)C (acetone), 13.24.g. The product is C(C)(C)(C)OC(=O)NC[C@@H]1CC[C@H](CC1)CI (Trans-N-t-butoxycarbonyl-4-iodomethylcyclohexylmethylamine). As a reaction SMILES: [I-:1].[Na+].[C:3]([O:7][C:8]([NH:10][CH2:11][C@H:12]1[CH2:17][CH2:16][C@H:15]([CH2:18]OS(C)(=O)=O)[CH2:14][CH2:13]1)=[O:9])([CH3:6])([CH3:5])[CH3:4]>CC(C)=O>[C:3]([O:7][C:8]([NH:10][CH2:11][C@H:12]1[CH2:17][CH2:16][C@H:15]([CH2:18][I:1])[CH2:14][CH2:13]1)=[O:9])([CH3:6])([CH3:5])[CH3:4] |f:0.1|. Reported procedure: In 130 ml of anhydrous acetone was dissolved 13.24.g of trans-N-t-butoxycarbonyl-4-methanesulfonyloxymethylcyclohexylmethylamine, and 12.32 g of sodium iodide was added thereto, and the resulting mixture was heated under reflux for 3 hours and 45 minutes. The solvent was distilled off under reduced pressure and the residue was dissolved in ethyl acetate. The resulting solution was washed successively with an aqueous sodium thiosulfate solution and an aqueous sodium chloride solution, and dried o... The reactants are CC(C)(C)O, FC(F)(F)c1ccnc(Cl)c1Oc1cc(Cl)cc(Cl)c1, [K+], [OH-]. Yields the product O=c1[nH]ccc(C(F)(F)F)c1Oc1cc(Cl)cc(Cl)c1. RXN SMILES: [CH3:23][C:24]([OH:25])([CH3:26])[CH3:27].[Cl:1][c:2]1[n:3][cH:4][cH:5][c:6]([C:17]([F:18])([F:19])[F:20])[c:7]1[O:8][c:9]1[cH:10][c:11]([Cl:16])[cH:12][c:13]([Cl:15])[cH:14]1.[K+:22].[OH-:21]>>[c:2]1(=[O:21])[nH:3][cH:4][cH:5][c:6]([C:17]([F:18])([F:19])[F:20])[c:7]1[O:8][c:9]1[cH:10][c:11]([Cl:16])[cH:12][c:13]([Cl:15])[cH:14]1. Reactants: CC(C)C[Al+]CC(C)C, C1CCOC1, CCCCCC, [H-], [Na+], [Na+], O=S(=O)([O-])[O-], COC(=O)c1ccc(NS(=O)(=O)c2ccccc2)c(OC)c1. The product is COc1cc(CO)ccc1NS(=O)(=O)c1ccccc1. Reaction SMILES: [CH2:24]([Al+:25][CH2:26][CH:27]([CH3:28])[CH3:29])[CH:30]([CH3:31])[CH3:32].[CH2:40]1[O:41][CH2:42][CH2:43][CH2:44]1.[CH3:45][CH2:46][CH2:47][CH2:48][CH2:49][CH3:50].[H-:23].[Na+:33].[Na+:34].[O-:35][S:36](=[O:37])(=[O:38])[O-:39].[c:1]1([S:7](=[O:8])(=[O:9])[NH:10][c:11]2[c:12]([O:21][CH3:22])[cH:13][c:14]([C:15](=[O:16])[O:17][CH3:18])[cH:19][cH:20]2)[cH:2][cH:3][cH:4][cH:5][cH:6]1>>[c:1]1([S:7](=[O:8])(=[O:9])[NH:10][c:11]2[c:12]([O:21][CH3:22])[cH:13][c:14]([CH2:15][OH:16])[cH:19][cH:20]2)[cH:2][cH:3][cH:4][cH:5][cH:6]1. Starting materials: C[C@H]1NCCCC1 ((R)-2-methyl piperidine), C(C)(C)(C)C=1C=C(N(N1)C1=CC(=CC=C1)OCCO)NC(=O)N[C@H]1CC[C@H](C2=CC=CC=C12)OC=1C=CC=2N(C1)C(=NN2)N2[C@H](CCCC2)C (1-{5-tert-Butyl-2-[3-(2-hydroxy-ethoxy)-phenyl]-2H-pyrazol-3-yl}-3-{(1S,4R)-4-[3-((S)-2-methyl-piperidin-1-yl)-[1,2,4]triazolo[4,3-a]pyridin-6-yloxy]-1,2,3,4-tetrahydro-naphthalen-1-yl}-urea). The product is C(C)(C)(C)C=1C=C(N(N1)C1=CC(=CC=C1)OCCN(C)C)NC(=O)N[C@H]1CC[C@H](C2=CC=CC=C12)OC=1C=CC=2N(C1)C(=NN2)N2[C@@H](CCCC2)C (1-{5-tert-Butyl-2-[3-(2-dimethylamino-ethoxy)-phenyl]-2H-pyrazol-3-yl}-3-{(1S,4R)-4-[3-((R)-2-methyl-piperidin-1-yl)-[1,2,4]triazolo[4,3-a]pyridin-6-yloxy]-1,2,3,4-tetrahydro-naphthalen-1-yl}-urea). RXN SMILES: C[C@@H:2]1CCC[CH2:4][NH:3]1.[C:8]([C:12]1[CH:13]=[C:14]([NH:27][C:28]([NH:30][C@@H:31]2[C:40]3[C:35](=[CH:36][CH:37]=[CH:38][CH:39]=3)[C@H:34]([O:41][C:42]3[CH:43]=[CH:44][C:45]4[N:46]([C:48]([N:51]5[CH2:56][CH2:55][CH2:54][CH2:53][C@@H:52]5[CH3:57])=[N:49][N:50]=4)[CH:47]=3)[CH2:33][CH2:32]2)=[O:29])[N:15]([C:17]2[CH:22]=[CH:21][CH:20]=[C:19]([O:23][CH2:24][CH2:25]O)[CH:18]=2)[N:16]=1)([CH3:11])([CH3:10])[CH3:9]>>[C:8]([C:12]1[CH:13]=[C:14]([NH:27][C:28]([NH:30][C@@H:31]2[C:40]3[C:35](=[CH:36][CH:37]=[CH:38][CH:39]=3)[C@H:34]([O:41][C:42]3[CH:43]=[CH:44][C:45]4[N:46]([C:48]([N:51]5[CH2:56][CH2:55][CH2:54][CH2:53][C@H:52]5[CH3:57])=[N:49][N:50]=4)[CH:47]=3)[CH2:33][CH2:32]2)=[O:29])[N:15]([C:17]2[CH:22]=[CH:21][CH:20]=[C:19]([O:23][CH2:24][CH2:25][N:3]([CH3:4])[CH3:2])[CH:18]=2)[N:16]=1)([CH3:11])([CH3:9])[CH3:10]. Procedure: The title compound was prepared from (R)-2-methyl piperidine using analogous procedures to those described for the preparation of Intermediate 95e. LCMS (Method 3): Rt 3.63 min, m/z 679 [MH+]. Starting materials: [N+](=O)([O-])C1=C2C=CNC2=CC=C1 (4-nitroindole). The reagents and catalysts are [Pd] (palladium on carbon). Solvent: C(C)O (ethanol). Conditions: time 2 hour. Yields the product NC1=C2C=CNC2=CC=C1 (4-aminoindole). The yield is 100.0%. RXN SMILES: [N+:1]([C:4]1[CH:12]=[CH:11][CH:10]=[C:9]2[C:5]=1[CH:6]=[CH:7][NH:8]2)([O-])=O>[Pd].C(O)C>[NH2:1][C:4]1[CH:12]=[CH:11][CH:10]=[C:9]2[C:5]=1[CH:6]=[CH:7][NH:8]2. Procedure: A mixture of the 4-nitroindole (10.0 mmol), 10% palladium on carbon (20% by weight), and absolute ethanol (50 mL) was shaken under a hydrogen atmosphere (3 atm) for 2 hours. The resulting reaction mixture was filtered through Celite®, and the filtrate was evaporated under reduced pressure to afford the corresponding 4-aminoindole, which was used directly (assumed 100% yield) in the next step below.